From a dataset of the Open Reaction Database (ORD), a public repository of structured organic reaction records. describe an organic reaction: reactants, conditions, products, and yield Reactants: O=C(NC1CCNCC1)c1ccccc1, CN(C)C=O, BrCCC1CCCCC1, CC(C)NC(C)C, [I-], [Na+], O. Product: O=C(NC1CCN(CCC2CCCCC2)CC1)c1ccccc1. RXN SMILES: [C:10]([c:11]1[cH:12][cH:13][cH:14][cH:15][cH:16]1)(=[O:17])[NH:18][CH:19]1[CH2:20][CH2:21][NH:22][CH2:23][CH2:24]1.[CH3:34][N:35]([CH3:36])[CH:37]=[O:38].[CH:1]1([CH2:7][CH2:8][Br:9])[CH2:2][CH2:3][CH2:4][CH2:5][CH2:6]1.[CH:25]([NH:26][CH:27]([CH3:28])[CH3:29])([CH3:30])[CH3:31].[I-:33].[Na+:32].[OH2:39]>>[CH:1]1([CH2:7][CH2:8][N:22]2[CH2:21][CH2:20][CH:19]([NH:18][C:10]([c:11]3[cH:12][cH:13][cH:14][cH:15][cH:16]3)=[O:17])[CH2:24][CH2:23]2)[CH2:2][CH2:3][CH2:4][CH2:5][CH2:6]1. The reactants are COC1=C(CN2C(C=3N(C(=C2)CC2=CC=C(C=C2)[N+](=O)[O-])C=C(C3)C3=CN(C2=NC=CC=C23)S(=O)(=O)C2=CC=CC=C2)=O)C=CC(=C1)OC (2-(2,4-dimethoxybenzyl)-4-(4-nitrobenzyl)-7-(1-(phenylsulfonyl)-1H-pyrrolo[2,3-b]pyridin-3-yl)pyrrolo[1,2-a]pyrazin-1(2H)-one). Reagents/catalysts: [Pd] (Pd/C). Solvent: C(Cl)Cl (CH2Cl2), CO (CH3OH). Reaction conditions: time 8 hour. Yields the product NC1=CC=C(CC2=CN(C(C=3N2C=C(C3)C3=CN(C2=NC=CC=C23)S(=O)(=O)C2=CC=CC=C2)=O)CC2=C(C=C(C=C2)OC)OC)C=C1 (4-(4-aminobenzyl)-2-(2,4-dimethoxybenzyl)-7-(1-(phenylsulfonyl)-1H-pyrrolo[2,3-b]pyridin-3-yl)pyrrolo[1,2-a]pyrazin-1(2H)-one). Reaction SMILES: [CH3:1][O:2][C:3]1[CH:47]=[C:46]([O:48][CH3:49])[CH:45]=[CH:44][C:4]=1[CH2:5][N:6]1[CH:11]=[C:10]([CH2:12][C:13]2[CH:18]=[CH:17][C:16]([N+:19]([O-])=O)=[CH:15][CH:14]=2)[N:9]2[CH:22]=[C:23]([C:25]3[C:33]4[C:28](=[N:29][CH:30]=[CH:31][CH:32]=4)[N:27]([S:34]([C:37]4[CH:42]=[CH:41][CH:40]=[CH:39][CH:38]=4)(=[O:36])=[O:35])[CH:26]=3)[CH:24]=[C:8]2[C:7]1=[O:43]>C(Cl)Cl.CO.[Pd]>[NH2:19][C:16]1[CH:15]=[CH:14][C:13]([CH2:12][C:10]2[N:9]3[CH:22]=[C:23]([C:25]4[C:33]5[C:28](=[N:29][CH:30]=[CH:31][CH:32]=5)[N:27]([S:34]([C:37]5[CH:38]=[CH:39][CH:40]=[CH:41][CH:42]=5)(=[O:35])=[O:36])[CH:26]=4)[CH:24]=[C:8]3[C:7](=[O:43])[N:6]([CH2:5][C:4]3[CH:44]=[CH:45][C:46]([O:48][CH3:49])=[CH:47][C:3]=3[O:2][CH3:1])[CH:11]=2)=[CH:18][CH:17]=1. Reported procedure: To a solution of EXAMPLE 23H (6 g, 8.89 mmol) in a mixture of CH2Cl2 (400 mL) and CH3OH (50 mL) was added 10% Pd/C (0.8 g) under nitrogen. The reaction mixture was purged with H2, and stirred under hydrogen (40 psi) overnight. The solid material was filtered off, and the filtrate was concentrated to afford the title compound. LC-MS (ESI): m/z 646 (M+H), RT: 1.87 minutes.